Dataset: the Open Reaction Database (ORD), a public repository of structured organic reaction records. Task: describe an organic reaction: reactants, conditions, products, and yield Starting materials: O=C([O-])[O-], CC(=O)O[Cu]OC(C)=O, CCc1ccc(B(O)O)cc1, CC#N, [Cs+], [Cs+], O=S1(=O)CCN2CCCC(c3ccc(O)cc3)C2=N1, c1ccncc1. Yields the product CCc1ccc(Oc2ccc(C3CCCN4CCS(=O)(=O)N=C34)cc2)cc1. As a reaction SMILES: [C:37](=[O:38])([O-:39])[O-:40].[C:46]([O:47][Cu:48][O:49][C:50](=[O:51])[CH3:52])(=[O:53])[CH3:54].[CH2:1]([CH3:2])[c:3]1[cH:4][cH:5][c:6]([B:9]([OH:10])[OH:11])[cH:7][cH:8]1.[CH3:43][C:44]#[N:45].[Cs+:41].[Cs+:42].[O:12]=[S:13]1(=[O:30])[N:14]=[C:15]2[N:16]([CH2:17][CH2:18]1)[CH2:19][CH2:20][CH2:21][CH:22]2[c:23]1[cH:24][cH:25][c:26]([OH:29])[cH:27][cH:28]1.[cH:31]1[cH:32][cH:33][n:34][cH:35][cH:36]1>>[CH2:1]([CH3:2])[c:3]1[cH:4][cH:5][c:6]([O:29][c:26]2[cH:25][cH:24][c:23]([CH:22]3[C:15]4=[N:14][S:13](=[O:12])(=[O:30])[CH2:18][CH2:17][N:16]4[CH2:19][CH2:20][CH2:21]3)[cH:28][cH:27]2)[cH:7][cH:8]1. Starting materials: CC(=O)O, Cl, CCOC(=O)Cc1ccc(N2Cc3c(c(OCC)c4ccccc4c3OC(F)F)C2=O)c(F)c1, O. Yields the product CCOc1c2c(c(OC(F)F)c3ccccc13)CN(c1ccc(CC(=O)O)cc1F)C2=O. As a reaction SMILES: [CH3:35][C:36](=[O:37])[OH:38].[ClH:39].[F:1][CH:2]([O:3][c:4]1[c:5]2[c:6]([c:7]([O:27][CH2:28][CH3:29])[c:8]3[c:12]1[CH2:11][N:10]([c:13]1[c:14]([F:25])[cH:15][c:16]([CH2:19][C:20](=[O:21])[O:22][CH2:23][CH3:24])[cH:17][cH:18]1)[C:9]3=[O:26])[cH:30][cH:31][cH:32][cH:33]2)[F:34].[OH2:40]>>[F:1][CH:2]([O:3][c:4]1[c:5]2[c:6]([c:7]([O:27][CH2:28][CH3:29])[c:8]3[c:12]1[CH2:11][N:10]([c:13]1[c:14]([F:25])[cH:15][c:16]([CH2:19][C:20](=[O:21])[OH:22])[cH:17][cH:18]1)[C:9]3=[O:26])[cH:30][cH:31][cH:32][cH:33]2)[F:34]. Reactants: CC1(OB(OC1(C)C)C1=CC2(CC(C2)C(=O)OC)C1)C (methyl 6-(4,4,5,5-tetramethyl-1,3,2-dioxaborolan-2-yl)spiro[3.3]hept-5-ene-2-carboxylate), FC(S(=O)(=O)OC1=C[C@H]2[C@@H]([C@H]2C1)C(=O)OCC)(F)F ((±)-(1S,5S,6R)-ethyl 3-(((trifluoromethyl)sulfonyl)oxy)bicyclo[3.1.0]hex-2-ene-6-carboxylate). Yields the product CC1(OB(OC1(C)C)C1=CC2C(C2C1)C(=O)OCC)C (ethyl 3-(4,4,5,5-tetramethyl-1,3,2-dioxaborolan-2-yl)bicyclo[3.1.0]hex-2-ene 6-carboxylate). RXN SMILES: [CH3:1][C:2]1([CH3:20])[C:6]([CH3:8])([CH3:7])[O:5][B:4]([C:9]2[CH2:19][C:11]3([CH2:14][CH:13]([C:15]([O:17][CH3:18])=[O:16])C3)[CH:10]=2)[O:3]1.F[C:22](F)(F)S(OC1C[C@H]2[C@H]([C@@H]2C(OCC)=O)C=1)(=O)=O>>[CH3:7][C:6]1([CH3:8])[C:2]([CH3:1])([CH3:20])[O:3][B:4]([C:9]2[CH2:19][CH:11]3[CH:14]([CH:13]3[C:15]([O:17][CH2:18][CH3:22])=[O:16])[CH:10]=2)[O:5]1. Reported procedure: The title compound was prepared in quantitative yield following the method described in step 2 for the preparation of methyl 6-(4,4,5,5-tetramethyl-1,3,2-dioxaborolan-2-yl)spiro[3.3]hept-5-ene-2-carboxylate, using (±)-(1S,5S,6R)-ethyl 3-(((trifluoromethyl)sulfonyl)oxy)bicyclo[3.1.0]hex-2-ene-6-carboxylate as the reactant. 1H NMR (500 MHz, CHLOROFORM-d) δ 6.67 (q, J=2.0 Hz, 1H), 4.27-3.98 (m, 2H), 2.89-2.72 (m, 1H), 2.63-2.53 (m, 1H), 2.54-2.41 (m, 1H), 2.28 (td, J=6.2, 3.3 Hz, 1H), 1.33-1.15 (m,... The reactants are COC(C=CCCCC)=O.COC(CCC\C=C/C[C@@H]1[C@H]([C@@H](C[C@H]1Cl)O)\C=C\C(C(CCCC)(C)C)=O)=O ((±)-(Z)-7-{(1R,2R,3R,5R)-5-chloro-2-[(E)-4,4-dimethyl-3-oxo-1-octenyl]-3-hydroxy-cyclopentyl}-5-heptenic acid methyl ester heptenic acid methyl ester), [Cl-].[Ce+3].[Cl-].[Cl-] (cerium(III) chloride), C(C)(=O)O (acetic acid), [BH4-].[Na+] (sodium borohydride). Solvent: CO (methanol). Run at time 1 hour. Yields the product COC(CCC\C=C/C[C@@H]1[C@H]([C@@H](C[C@H]1Cl)O)\C=C\[C@H](C(CCCC)(C)C)O)=O ((±)-(Z)-7-{(1R,2R,3R,5R)-5-chloro-3-hydroxy-2-[(E)-(3R)-3-hydroxy-4,4-dimethyl-1-octenyl]-cyclopentyl}-5-heptenic acid methyl ester). Reaction SMILES: COC(=O)C=CCCCC.[CH3:11][O:12][C:13](=[O:38])[CH2:14][CH2:15][CH2:16]/[CH:17]=[CH:18]\[CH2:19][C@H:20]1[C@H:24]([Cl:25])[CH2:23][C@@H:22]([OH:26])[C@@H:21]1/[CH:27]=[CH:28]/[C:29](=[O:37])[C:30]([CH3:36])([CH3:35])[CH2:31][CH2:32][CH2:33][CH3:34].[Cl-].[Ce+3].[Cl-].[Cl-].[BH4-].[Na+].C(O)(=O)C>CO>[CH3:11][O:12][C:13](=[O:38])[CH2:14][CH2:15][CH2:16]/[CH:17]=[CH:18]\[CH2:19][C@H:20]1[C@H:24]([Cl:25])[CH2:23][C@@H:22]([OH:26])[C@@H:21]1/[CH:27]=[CH:28]/[C@@H:29]([OH:37])[C:30]([CH3:36])([CH3:35])[CH2:31][CH2:32][CH2:33][CH3:34] |f:0.1,2.3.4.5,6.7|. Procedure: A solution of 600 mg of IX in 25 ml of methanol is mixed with 60 mg of cerium(III) chloride with stirring and then 500 mg of sodium borohydride is added at -40° C. After 1 hour, thin-film chromatography checking shows a complete reduction. It is installed with 1 ml of glacial acetic acid, concentrated by evaporation in a vacuum, diluted with water and extracted several times with dichloromethane. The combined organic phases are washed with sodium bicarbonate solution and salt water, dried over m...